Dataset: the Open Reaction Database (ORD), a public repository of structured organic reaction records. Task: describe an organic reaction: reactants, conditions, products, and yield Reactants: ClC1=C(C=C(C=C1)OC)OC (1-chloro-2,4-dimethoxybenzene), C(C)(=O)Cl (acetyl chloride), Cl (HCl). Reagents/catalysts: Cl[Ti](Cl)(Cl)Cl (TiCl4). Run in C(Cl)(Cl)(Cl)Cl (CCl4), C(Cl)(Cl)(Cl)Cl (CCl4). Reaction conditions: temperature 0 celsius, time 2 hour. Yields the product ClC=1C(=CC(=C(C1)C(C)=O)OC)OC (1-(5-Chloro-2,4-dimethoxyphenyl)-1-ethanone). The yield is 48.4%. RXN SMILES: [Cl:1][C:2]1[CH:7]=[CH:6][C:5]([O:8][CH3:9])=[CH:4][C:3]=1[O:10][CH3:11].[C:12](Cl)(=[O:14])[CH3:13].Cl>C(Cl)(Cl)(Cl)Cl.Cl[Ti](Cl)(Cl)Cl>[Cl:1][C:2]1[C:3]([O:10][CH3:11])=[CH:4][C:5]([O:8][CH3:9])=[C:6]([C:12](=[O:14])[CH3:13])[CH:7]=1. Procedure details: A mixture of 2 g of 1-chloro-2,4-dimethoxybenzene and 0.9 g of acetyl chloride in 20 ml of CCl4 is cooled to 0° C., and a solution of 1.3 ml of TiCl4 in 7 ml of CCl4 is added dropwise. The reaction mixture is left stirring for 2 hours while the temperature is allowed to rise to r.t. It is poured into a mixture of concentrated HCl and ice, the resulting mixture is extracted with DCM, the organic phase is dried over magnesium sulphate and the solvents are evaporated off under vacuum. The residue i... Starting materials: O=C[C@H](O)[C@@H](O)[C@H](O)[C@H](O)CO (D-glucose), CN (methylamine). Yields the product CNC[C@H](O)[C@@H](O)[C@H](O)[C@H](O)CO (N-methyl-glucamine). Reaction SMILES: [O:1]=[CH:2][C@@H:3]([C@H:5]([C@@H:7]([C@@H:9]([CH2:11]O)[OH:10])[OH:8])[OH:6])[OH:4].[CH3:13][NH2:14]>>[CH3:13][NH:14][CH2:11][C@@H:9]([C@H:7]([C@@H:5]([C@@H:3]([CH2:2][OH:1])[OH:4])[OH:6])[OH:8])[OH:10]. Procedure details: The product was made from D-glucose and methylamine comparable as in Example A. A crystallized colorless product with a melting point of 127° to 128° C. was obtained. Starting materials: C[N+](C)(C)CC(CC(=O)O)O.[Cl-] (D,L-carnitine hydrochloride), C(C(C)C)C1=CC=C(C=C1)C(C(=O)Cl)C (p-isobutylphenyl-alpha-methyl acetyl chloride). The solvent is C(=O)(C(F)(F)F)O (CF3COOH). Conditions: time 4.5 hour. Yields the product Cl.C(C(C)C)C1=CC=C(C=C1)C(C(O)(CC([O-])=O)C(CC)=O)[N+](C)(C)C (p-isobutylphenyl-α-methyl acetyl carnitine hydrochloride). The yield is 65.0%. RXN SMILES: [CH3:1][N+:2]([CH2:5][CH:6]([OH:11])[CH2:7][C:8]([OH:10])=[O:9])([CH3:4])[CH3:3].[Cl-].[CH2:13]([C:17]1[CH:22]=[CH:21][C:20](C(C)C([Cl:26])=O)=[CH:19][CH:18]=1)[CH:14]([CH3:16])[CH3:15]>C(O)(C(F)(F)F)=O>[ClH:26].[CH2:13]([C:17]1[CH:18]=[CH:19][C:20]([CH:5]([N+:2]([CH3:3])([CH3:4])[CH3:1])[C:6]([C:8](=[O:9])[CH2:7][CH3:6])([CH2:7][C:8](=[O:10])[O-:9])[OH:11])=[CH:21][CH:22]=1)[CH:14]([CH3:16])[CH3:15] |f:0.1,4.5|. Procedure details: 4.95 g (0.025 moles) of D,L-carnitine hydrochloride are dissolved in 8 mls of CF3COOH, and to the solution an excess (16 mls) of p-isobutylphenyl-alpha-methyl acetyl chloride is added and the mixture is kept under stirring at a temperature of 40°-45° C. for 4-5 hours. At the end of this period of time, the mixture is partitioned with H2O--CHCl3, the organic phase is discarded whereas the aqueous phase is concentrated under reduced pressure at a bath temperature of about 50° C. A gelatinous raw m... Starting materials: O=C([O-])[O-], CCOC(C)=O, [Cs+], [Cs+], BrCCOc1ccccc1, CN(C)C=O, O, CC1=NC(CO)(CCc2ccc(O)cc2)CO1. The product is CC1=NC(CO)(CCc2ccc(OCCOc3ccccc3)cc2)CO1. RXN SMILES: [C:18](=[O:19])([O-:20])[O-:21].[CH3:34][CH2:35][O:36][C:37]([CH3:38])=[O:39].[Cs+:22].[Cs+:23].[O:24]([c:25]1[cH:26][cH:27][cH:28][cH:29][cH:30]1)[CH2:31][CH2:32][Br:33].[O:40]=[CH:41][N:42]([CH3:43])[CH3:44].[OH2:45].[OH:1][CH2:2][C:3]1([CH2:9][CH2:10][c:11]2[cH:12][cH:13][c:14]([OH:17])[cH:15][cH:16]2)[N:4]=[C:5]([CH3:8])[O:6][CH2:7]1>>[OH:1][CH2:2][C:3]1([CH2:9][CH2:10][c:11]2[cH:12][cH:13][c:14]([O:17][CH2:32][CH2:31][O:24][c:25]3[cH:26][cH:27][cH:28][cH:29][cH:30]3)[cH:15][cH:16]2)[N:4]=[C:5]([CH3:8])[O:6][CH2:7]1. Starting materials: [Si](C1=CC=CC=C1)(C1=CC=CC=C1)(C(C)(C)C)OCC=1C=C(C=CC1)C(CC(=O)[O-])SCSCCC(N(C)C)=O (3-(3-(t-butyldiphenylsilyloxymethyl)phenyl)-8-dimethylcarbamyl-4,6-dithiaoctanoate), C1CCOC1 (THF), C1CCOC1 (THF), [F-].C(CCC)[N+](CCCC)(CCCC)CCCC (tetra-n-butylammonium fluoride), C(C)(=O)OCC (Ethyl acetate). Yields the product OCC=1C=C(C=CC1)C(SCCC(=O)OC)SCCC(N(C)C)=O ((+)-methyl 5-(3-(hydroxymethyl)phenyl)-8-dimethylcarbamyl-4,6-dithiaoctanoate). RXN SMILES: [Si](OCC1C=C([CH:26]([S:31][CH2:32][S:33][CH2:34][CH2:35][C:36](=[O:40])[N:37]([CH3:39])[CH3:38])CC([O-])=O)C=CC=1)(C(C)(C)C)(C1C=CC=CC=1)C1C=CC=CC=1.[F-].[CH2:42]([N+](CCCC)(CCCC)CCCC)[CH2:43][CH2:44]C.[C:59]([O:62][CH2:63]C)(=[O:61])[CH3:60].[CH2:65]1[CH2:69][O:68][CH2:67][CH2:66]1>>[OH:68][CH2:67][C:66]1[CH:65]=[C:69]([CH:32]([S:33][CH2:34][CH2:35][C:36](=[O:40])[N:37]([CH3:38])[CH3:39])[S:31][CH2:26][CH2:60][C:59]([O:62][CH3:63])=[O:61])[CH:42]=[CH:43][CH:44]=1 |f:1.2|. Procedure details: To a solution of (+)-methyl 5-(3-(3-(t-butyldiphenylsilyloxymethyl)phenyl)-8-dimethylcarbamyl-4,6-dithiaoctanoate (step 1) (1.377 g, 2.26 mmol.) in THF (25 mL) at room temperature was slowly added tetra-n-butylammonium fluoride 1M in THF (2.34 mL). The solution was stirred 2 hrs at room temperature Ethyl acetate was added to the reaction mixture, it was washed with brine (3×), dried over sodium sulfate, filtered and evaporated to dryness. Purification by flash chromatography using 40% acetone in...